Task: describe an organic reaction: reactants, conditions, products, and yield. Dataset: the Open Reaction Database (ORD), a public repository of structured organic reaction records Starting materials: p-toluenesulfonate ester, OCC1C(C2=CC=CC=C2CC1)C (2-hydroxymethyl-1-methyl-1,2,3,4-tetrahydronaphthalene), [I-].[Na+] (sodium iodide), [C-]#N.[Na+] (sodium cyanide). The solvent is CN(C=O)C (dimethylformamide). Conditions: time 20 hour. The product is CC1C(CCC2=CC=CC=C12)CC#N (1,2,3,4-tetrahydro-1-methyl-2-naphthaleneacetonitrile). As a reaction SMILES: O[CH2:2][CH:3]1[CH2:12][CH2:11][C:10]2[C:5](=[CH:6][CH:7]=[CH:8][CH:9]=2)[CH:4]1[CH3:13].[I-].[Na+].[C-:16]#[N:17].[Na+]>CN(C)C=O>[CH3:13][CH:4]1[C:5]2[C:10](=[CH:9][CH:8]=[CH:7][CH:6]=2)[CH2:11][CH2:12][CH:3]1[CH2:2][C:16]#[N:17] |f:1.2,3.4|. Reported procedure: A mixture of 25.5 g of the p-toluenesulfonate ester of 2-hydroxymethyl-1-methyl-1,2,3,4-tetrahydronaphthalene, 2.25 g of sodium iodide and 7.5 g of sodium cyanide in 150 ml of dimethylformamide was stirred for about 20 hours at room temperature. The reaction mixture was poured into ice and extracted with ether. The extracts were dried over anhydrous magnesium sulfate and concentrated to a brown oil (15.2 g). The latter was treated with pentane to afford 12.5 g of 1,2,3,4-tetrahydro-1-methyl-2-na... The reactants are BrC1=CC=C(C(=N1)[C@]1(N=C(O[C@@H](C1)C(F)(F)F)NC(C1=CC=CC=C1)=O)CF)F (N-((4S,6S)-4-(6-bromo-3-fluoropyridin-2-yl)-4-(fluoromethyl)-6-(trifluoromethyl)-5,6-dihydro-4H-1,3-oxazin-2-yl)benzamide), N12CCCCCC2=NCCC1 (1,8-diazabicyclo-[5.4.0]undec-7-ene), C(=O)(O)[O-].[Na+] (NaHCO3). Run in CO (MeOH). Conditions: temperature 75 celsius, time 2 hour. Yields the product BrC1=CC=C(C(=N1)[C@]1(N=C(O[C@@H](C1)C(F)(F)F)N)CF)F ((4S,6S)-4-(6-bromo-3-fluoropyridin-2-yl)-4-(fluoromethyl)-6-(trifluoromethyl)-5,6-dihydro-4H-1,3-oxazin-2-amine). Reaction SMILES: [Br:1][C:2]1[N:7]=[C:6]([C@:8]2([CH2:27][F:28])[CH2:13][C@@H:12]([C:14]([F:17])([F:16])[F:15])[O:11][C:10]([NH:18]C(=O)C3C=CC=CC=3)=[N:9]2)[C:5]([F:29])=[CH:4][CH:3]=1.N12CCCN=C1CCCCC2.C([O-])(O)=O.[Na+]>CO>[Br:1][C:2]1[N:7]=[C:6]([C@:8]2([CH2:27][F:28])[CH2:13][C@@H:12]([C:14]([F:15])([F:16])[F:17])[O:11][C:10]([NH2:18])=[N:9]2)[C:5]([F:29])=[CH:4][CH:3]=1 |f:2.3|. Procedure details: To a 20 mL resealable vial was added N-((4S,6S)-4-(6-bromo-3-fluoropyridin-2-yl)-4-(fluoromethyl)-6-(trifluoromethyl)-5,6-dihydro-4H-1,3-oxazin-2-yl)benzamide (0.500 g, 1.046 mmol), MeOH (10 mL) and finally 1,8-diazabicyclo-[5.4.0]undec-7-ene (Aldrich; 0.312 mL, 2.091 mmol). The vial was sealed and stirred at 75° C. for 2 h. The reaction mixture was poured into sat NaHCO3 and extracted with EtOAc. The combined extracts were washed with water and then dried (Na2SO4) and concentrated onto silica. ... The reactants are CC(C)(C)OC(=O)n1ccc2cc(CCl)ccc21, CCOCC, OC1CCCCC1. Product: CC(C)(C)OC(=O)n1ccc2cc(COC3CCCCC3)ccc21. As a reaction SMILES: [C:1]([CH3:2])([CH3:3])([CH3:4])[O:5][C:6](=[O:7])[n:8]1[cH:9][cH:10][c:11]2[cH:12][c:13]([CH2:17][Cl:18])[cH:14][cH:15][c:16]12.[CH3:26][CH2:27][O:28][CH2:29][CH3:30].[OH:19][CH:20]1[CH2:21][CH2:22][CH2:23][CH2:24][CH2:25]1>>[C:1]([CH3:2])([CH3:3])([CH3:4])[O:5][C:6](=[O:7])[n:8]1[cH:9][cH:10][c:11]2[cH:12][c:13]([CH2:17][O:19][CH:20]3[CH2:21][CH2:22][CH2:23][CH2:24][CH2:25]3)[cH:14][cH:15][c:16]12. Reactants: OC=1C2=C(SC1C(=O)NC=C(C1=CC=CC=C1)C1=CC=CC=C1)C=CC(=C2)SC (3-hydroxy-5-methylthio-N-(2,2-diphenylethenyl)-benzo[b]thiophene-2-carboxamide), OO (H2O2). Solvent: C(C)(=O)O (acetic acid). Reaction conditions: time 30 minute. Product: OC=1C2=C(SC1C(=O)NC=C(C1=CC=CC=C1)C1=CC=CC=C1)C=CC(=C2)S(=O)C (3-hydroxy-N-(2,2-diphenyl)ethenyl-5-methylsulfinylbenzo[b]thiophene-2-carboxamide). Isolated yield 88.0%. As a reaction SMILES: [OH:1][C:2]1[C:3]2[CH:27]=[C:26]([S:28][CH3:29])[CH:25]=[CH:24][C:4]=2[S:5][C:6]=1[C:7]([NH:9][CH:10]=[C:11]([C:18]1[CH:23]=[CH:22][CH:21]=[CH:20][CH:19]=1)[C:12]1[CH:17]=[CH:16][CH:15]=[CH:14][CH:13]=1)=[O:8].[OH:30]O>C(O)(=O)C>[OH:1][C:2]1[C:3]2[CH:27]=[C:26]([S:28]([CH3:29])=[O:30])[CH:25]=[CH:24][C:4]=2[S:5][C:6]=1[C:7]([NH:9][CH:10]=[C:11]([C:12]1[CH:17]=[CH:16][CH:15]=[CH:14][CH:13]=1)[C:18]1[CH:19]=[CH:20][CH:21]=[CH:22][CH:23]=1)=[O:8]. Reported procedure: A mixture of 3-hydroxy-5-methylthio-N-(2,2-diphenylethenyl)-benzo[b]thiophene-2-carboxamide (0.42 g, 0.0010 moles) and 30% H2O2 (0.80 ml) in acetic acid (10 ml) was stirred at 75° for 30 minutes. The reaction was cooled to 0° and the yellow precipitate was filtered, acetic acid washed and dried under vacuum, to afford 0.38 g (88%) of 3-hydroxy-N-(2,2-diphenyl)ethenyl-5-methylsulfinylbenzo[b]thiophene-2-carboxamide. MS gave Mol ion at 433. Starting materials: CC(C(=O)OCC)C(C(C(C)=O)C(NC1=CC=C(C=C1)Cl)=O)NC(C)=O (ethyl 2-methyl-3-acetylamino-4-(4'-chlorophenylcarbamoyl)-5-oxohexanoate), C(C)[SiH](CC)CC (triethylsilane). Run in FC(C(=O)O)(F)F (trifluoroacetic acid), C(C)OCC (diethyl ether). Run at time 40 hour. Yields the product O=C1OC(C(C(C1C)NC(C)=O)C(NC1=CC=C(C=C1)Cl)=O)C (2-oxo-3,6-dimethyl-4-acetylamino-5-(4'-chlorophenylcarbamoyl)-3,4,5,6-tetrahydro-2H-pyran). Yield: 64.0%. Reaction SMILES: [CH3:1][CH:2]([CH:8]([NH:23][C:24](=[O:26])[CH3:25])[CH:9]([C:13](=[O:22])[NH:14][C:15]1[CH:20]=[CH:19][C:18]([Cl:21])=[CH:17][CH:16]=1)[C:10](=[O:12])[CH3:11])[C:3](OCC)=[O:4].C([SiH](CC)CC)C>FC(F)(F)C(O)=O.C(OCC)C>[O:4]=[C:3]1[CH:2]([CH3:1])[CH:8]([NH:23][C:24](=[O:26])[CH3:25])[CH:9]([C:13](=[O:22])[NH:14][C:15]2[CH:20]=[CH:19][C:18]([Cl:21])=[CH:17][CH:16]=2)[CH:10]([CH3:11])[O:12]1. Procedure details: Ethyl 2-methyl-3-acetylamino-4-(4'-chlorophenylcarbamoyl)-5-oxohexanoate (Example 25) (12 g) was dissolved in trifluoroacetic acid (50 ml), treated with triethylsilane (7.5 ml) and stirred at room temperature for 40 hours. The reaction mixture was diluted with diethyl ether and filtered. The solid was warmed with ethyl acetate then cooled and filtered to give 2-oxo-3,6-dimethyl-4-acetylamino-5-(4'-chlorophenylcarbamoyl)-3,4,5,6-tetrahydro-2H-pyran (ttt isomer) (6.8 g) m.p. 280° C. decomp. RXN SMILES: [CH3:14][C:15]#[N:16].[Li+:12].[NH2:1][c:2]1[n:3][o:4][c:5]([C:7](=[O:8])[O:9][CH2:10][CH3:11])[cH:6]1.[OH-:13].[OH2:17]>>[NH2:1][c:2]1[n:3][o:4][c:5]([C:7](=[O:8])[OH:9])[cH:6]1. Reactants: CC#N, [Li+], CCOC(=O)c1cc(N)no1, [OH-], O. Product: Nc1cc(C(=O)O)on1. The reactants are [BH4-], C1CCOC1, CO, N#Cc1cc(-c2ccccc2)c2ccc(C=O)cc2n1, [Na+]. Yields the product N#Cc1cc(-c2ccccc2)c2ccc(CO)cc2n1. As a reaction SMILES: [BH4-:21].[CH2:23]1[O:24][CH2:25][CH2:26][CH2:27]1.[CH3:28][OH:29].[CH:1](=[O:2])[c:3]1[cH:4][cH:5][c:6]2[c:7](-[c:15]3[cH:16][cH:17][cH:18][cH:19][cH:20]3)[cH:8][c:9]([C:13]#[N:14])[n:10][c:11]2[cH:12]1.[Na+:22]>>[CH2:1]([OH:2])[c:3]1[cH:4][cH:5][c:6]2[c:7](-[c:15]3[cH:16][cH:17][cH:18][cH:19][cH:20]3)[cH:8][c:9]([C:13]#[N:14])[n:10][c:11]2[cH:12]1.